From a dataset of the Open Reaction Database (ORD), a public repository of structured organic reaction records. describe an organic reaction: reactants, conditions, products, and yield Reactants: CCO, [Cl-], COc1ccnc(-c2ccc(Cl)c([N+](=O)[O-])c2)c1, [Fe], [NH4+], O. Reaction SMILES: [CH3:21][CH2:22][OH:23].[Cl-:19].[Cl:1][c:2]1[c:3]([N+:16]([O-:17])=[O:18])[cH:4][c:5](-[c:8]2[n:9][cH:10][cH:11][c:12]([O:14][CH3:15])[cH:13]2)[cH:6][cH:7]1.[Fe:25].[NH4+:20].[OH2:24]>>[Cl:1][c:2]1[c:3]([NH2:16])[cH:4][c:5](-[c:8]2[n:9][cH:10][cH:11][c:12]([O:14][CH3:15])[cH:13]2)[cH:6][cH:7]1. Product: COc1ccnc(-c2ccc(Cl)c(N)c2)c1. Reactants: C(C=C)N1C(=O)C(=O)C2=CN=CC=C12 (N-allyl-5-azaisatin), (Ph3P)3RhCl. Run in C1(=CC=CC=C1)C (toluene). Run at time 15 minute. The product is N1C(=O)C(=O)C2=CN=CC=C12 (5-Azaisatin). RXN SMILES: C([N:4]1[C:14]2[C:9](=[CH:10][N:11]=[CH:12][CH:13]=2)[C:7](=[O:8])[C:5]1=[O:6])C=C>C1(C)C=CC=CC=1>[NH:4]1[C:14]2[C:9](=[CH:10][N:11]=[CH:12][CH:13]=2)[C:7](=[O:8])[C:5]1=[O:6]. Procedure: A solution of N-allyl-5-azaisatin (5.3 mmol), (Ph3P)3RhCl (0.5 mmol) in aqueous toluene is stirred under a nitrogen atmosphere at room temperature overnight. The organic layer is dried (MgSO4) and the solvent is evaporated. The residue is stirred in 1N HCl/MeOH for 15 min after which time the methanol is evaporated and the pH of the water is adjusted to 7. A precipitate is formed and purified by silica gel chromatography (1% MeOH:CHCl3) to obtain the title compound. Starting materials: NC1=CC=C(C(C(=O)O)=C1)O (5-aminosalicylic acid), S(O)(O)(=O)=O (sulfuric acid), C([O-])([O-])=O.[Na+].[Na+] (sodium carbonate). Solvent: CO (methanol). Yields the product COC(C=1C(O)=CC=C(C1)N)=O (5-aminosalicylic acid methyl ester). Reaction SMILES: [NH2:1][C:2]1[CH:10]=[C:6]([C:7]([OH:9])=[O:8])[C:5]([OH:11])=[CH:4][CH:3]=1.S(=O)(=O)(O)O.[C:17](=O)([O-])[O-].[Na+].[Na+]>CO>[CH3:17][O:8][C:7](=[O:9])[C:6]1[C:5](=[CH:4][CH:3]=[C:2]([NH2:1])[CH:10]=1)[OH:11] |f:2.3.4|. Reported procedure: A solution of 20.0 g of 5-aminosalicylic acid, 250 ml of methanol and 10 ml of concentrated sulfuric acid is refluxed overnight. The reaction mixture is cooled, made alkaline with dilute aqueous sodium carbonate solution and concentrated. The resulting solid is separated and washed with water. The solid is then washed with ether, and the ether is evaporated to dryness yielding a brown solid. The aqueous filtrate above is extracted with ether, the extract is dried over anhydrous sodium sulfate, a... Reactants: C(C)(C)(C)C=1C=C(C(=O)C2=CNC=C2)C=C(C1O)C(C)(C)C (3-(3,5-di-t-butyl-4-hydroxybenzoyl)pyrrole), [H-].[H-].[H-].[H-].[Li+].[Al+3] (LAH). Product: C(C)(C)(C)C=1C=C(CC2=CNC=C2)C=C(C1O)C(C)(C)C (3-(3,5-di-t-butyl-4-hydroxybenzyl)pyrrole). As a reaction SMILES: [C:1]([C:5]1[CH:6]=[C:7]([CH:15]=[C:16]([C:19]([CH3:22])([CH3:21])[CH3:20])[C:17]=1[OH:18])[C:8]([C:10]1[CH:14]=[CH:13][NH:12][CH:11]=1)=O)([CH3:4])([CH3:3])[CH3:2].[H-].[H-].[H-].[H-].[Li+].[Al+3]>>[C:1]([C:5]1[CH:6]=[C:7]([CH:15]=[C:16]([C:19]([CH3:22])([CH3:21])[CH3:20])[C:17]=1[OH:18])[CH2:8][C:10]1[CH:14]=[CH:13][NH:12][CH:11]=1)([CH3:4])([CH3:3])[CH3:2] |f:1.2.3.4.5.6|. Reported procedure: For example, using 2-methylsulfonyl-4-[2-(3,5-di-t-butyl-4-hydroxyphenyl)-1-oxo-ethyl]pyrrole in this general reaction together with eight molar equivalents of LAH yields 2-methylsulfonyl-4-[2-(3,5-di-t-butyl-4-hydroxyphenyl)ethyl]pyrrole (a compound according to Formula X wherein: m is 2; n is 0; R is H; and X is SO2CH3 ; and Y and Z are each H). Likewise, using 3-(3,5-di-t-butyl-4-hydroxybenzoyl)pyrrole in this general reaction together with eight molar equivalents of LAH yields 3-(3,5-di-t-bu... Reactants: BrCC(=O)C=1C=C(C(=C(C#N)C1)OC)OC (5-(bromoacetyl)-2,3-dimethoxybenzonitrile), [Se](=O)=O (selenium dioxide), C(CCCCC)O (n-hexanol). Run in C(Cl)Cl (methylene chloride). The product is C(#N)C=1C=C(C=C(C1OC)OC)C(C(=O)OCCCCCC)=O (hexyl (3-cyano-4,5-dimethoxy-phenyl)glyoxylate). As a reaction SMILES: Br[CH2:2][C:3]([C:5]1[CH:6]=[C:7]([O:15][CH3:16])[C:8]([O:13][CH3:14])=[C:9]([CH:12]=1)[C:10]#[N:11])=[O:4].[Se](=O)=[O:18].[CH2:20]([OH:26])[CH2:21][CH2:22][CH2:23][CH2:24][CH3:25]>C(Cl)Cl>[C:10]([C:9]1[CH:12]=[C:5]([C:3](=[O:4])[C:2]([O:26][CH2:20][CH2:21][CH2:22][CH2:23][CH2:24][CH3:25])=[O:18])[CH:6]=[C:7]([O:15][CH3:16])[C:8]=1[O:13][CH3:14])#[N:11]. Reported procedure: 1.45 g of 5-(bromoacetyl)-2,3-dimethoxybenzonitrile and 1.12 g of selenium dioxide are stirred at 120° for 18 hours in 10 ml of n-hexanol. After cooling to room temperature the mixture is diluted with 20 ml of methylene chloride and filtered. The filtrate is washed with water, dried over sodium sulfate and evaporated. The residue is chromatographed on 70 g of silica gel with hexane/ether (2:1). There is obtained hexyl (3-cyano-4,5-dimethoxy-phenyl)glyoxylate as an oil. Starting materials: aqueous solution, [OH-].[Na+] (sodium hydroxide), Cl (hydrochloric acid), 4A, C(C1=CC=CC=C1)=O (benzaldehyde), NC[C@H]1CN(C[C@H]1F)CC1=CC=CC=C1 ((3S,4S)-3-Aminomethyl-1-benzyl-4-fluoropyrrolidine). The solvent is CO (methanol). Conditions: time 1 hour. Yields the product C(C1=CC=CC=C1)N1C[C@@H]([C@@H](C1)F)CNCC1=CC=CC=C1 ((3S,4S)-1-benzyl-3-benzylaminomethyl-4-fluoropyrrolidine). RXN SMILES: [NH2:1][CH2:2][C@@H:3]1[C@H:7]([F:8])[CH2:6][N:5]([CH2:9][C:10]2[CH:15]=[CH:14][CH:13]=[CH:12][CH:11]=2)[CH2:4]1.[CH:16](=O)[C:17]1[CH:22]=[CH:21][CH:20]=[CH:19][CH:18]=1.Cl.[OH-].[Na+]>CO>[CH2:9]([N:5]1[CH2:6][C@@H:7]([F:8])[C@@H:3]([CH2:2][NH:1][CH2:16][C:17]2[CH:22]=[CH:21][CH:20]=[CH:19][CH:18]=2)[CH2:4]1)[C:10]1[CH:15]=[CH:14][CH:13]=[CH:12][CH:11]=1 |f:3.4|. Procedure details: (3S,4S)-3-Aminomethyl-1-benzyl-4-fluoropyrrolidine (186 mg) was dissolved in methanol (4 mL). To this solution, molecular sieves 4A (80.0 mg) and then benzaldehyde (90.8 μL) were added. The mixture was stirred at room temperature for 1 hour, followed by addition of a borane/pyridine complex (90.2 μL) and further stirring at room temperature for 3 hours. Subsequently, 6 mol/L hydrochloric acid (1.5 mL) was added and the mixture was stirred for 1 hour. A 6 mol/L aqueous solution of sodium hydroxid...